Dataset: the Open Reaction Database (ORD), a public repository of structured organic reaction records. Task: describe an organic reaction: reactants, conditions, products, and yield Starting materials: [N+](=O)([O-])C=1C=C(NC2=C(C(=O)NCC#C)C=CC=C2)C=CC1 (2-(m-nitroanilino)-N-propargylbenzamide), O1CCCC1 (tetrahydrofuran), [H-].[Na+] (sodium hydride), ClC(C(=O)N1C=NC=C1)(Cl)Cl (1-trichloroacetylimidazole). Run in O (water). Conditions: time 30 minute. The product is [N+](=O)([O-])C=1C=C(C=CC1)N1C(N(C(C2=CC=CC=C12)=O)CC#C)=O (1-(m-nitrophenyl) -3-propargylquinazoline-2,4(1H, 3H)-dione). As a reaction SMILES: [N+:1]([C:4]1[CH:5]=[C:6]([CH:20]=[CH:21][CH:22]=1)[NH:7][C:8]1[CH:19]=[CH:18][CH:17]=[CH:16][C:9]=1[C:10]([NH:12][CH2:13][C:14]#[CH:15])=[O:11])([O-:3])=[O:2].[O:23]1CCC[CH2:24]1.[H-].[Na+].ClC(Cl)(Cl)C(N1C=CN=C1)=O>O>[N+:1]([C:4]1[CH:5]=[C:6]([N:7]2[C:8]3[C:9](=[CH:16][CH:17]=[CH:18][CH:19]=3)[C:10](=[O:11])[N:12]([CH2:13][C:14]#[CH:15])[C:24]2=[O:23])[CH:20]=[CH:21][CH:22]=1)([O-:3])=[O:2] |f:2.3|. Procedure: To a solution of 3.0 g of 2-(m-nitroanilino)-N-propargylbenzamide and 25 ml of dry tetrahydrofuran was added 1.0 g of approximately 55 % sodium hydride, and the solution was stirred for 30 minutes at room temperature. To this was added dropwise 2.1 g of 1-trichloroacetylimidazole and the mixture was refluxed for one hour. After the reaction was complete, the solvent was distilled off from the resulting mixture under reduced pressure. To the residue thus obtained was added water to yield a crude ... Starting materials: ClC1=NC=C(C(=N1)CCC1=C(C=CC=C1)CC(=O)N)C (2-(2-(2-(2-chloro-5-methylpyrimidin-4-yl)ethyl)phenyl)acetamide), CC1(C2=C(C(=CC=C2)P(C3=CC=CC=C3)C4=CC=CC=C4)OC5=C(C=CC=C51)P(C6=CC=CC=C6)C7=CC=CC=C7)C (Xantphos), C(=O)([O-])[O-].[Cs+].[Cs+] (Cs2CO3), NC1=CC=C(C=C1)C1(COC1)NS(=O)C(C)(C)C (N-(3-(4-aminophenyl)oxetan-3-yl)-2-methylpropane-2-sulfinamide). Reagents/catalysts: CC(=O)[O-].CC(=O)[O-].[Pd+2] (Pd(OAc)2). Run in O1CCOCC1 (1,4-dioxane). Conditions: temperature 150 celsius. Product: CC(C)(S(=O)NC1(COC1)C1=CC=C(C=C1)NC1=NC=C(C(=N1)CCC1=C(C=CC=C1)CC(=O)N)C)C (2-(2-(2-(2-(4-(3-(1,1-Dimethylethylsulfinamido)oxetan-3-yl)phenylamino)-5-methylpyrimidin-4-yl)ethyl)phenyl)acetamide). Reaction SMILES: Cl[C:2]1[N:7]=[C:6]([CH2:8][CH2:9][C:10]2[CH:15]=[CH:14][CH:13]=[CH:12][C:11]=2[CH2:16][C:17]([NH2:19])=[O:18])[C:5]([CH3:20])=[CH:4][N:3]=1.CC1(C)C2C(=C(P(C3C=CC=CC=3)C3C=CC=CC=3)C=CC=2)OC2C(P(C3C=CC=CC=3)C3C=CC=CC=3)=CC=CC1=2.C([O-])([O-])=O.[Cs+].[Cs+].[NH2:69][C:70]1[CH:75]=[CH:74][C:73]([C:76]2([NH:80][S:81]([C:83]([CH3:86])([CH3:85])[CH3:84])=[O:82])[CH2:79][O:78][CH2:77]2)=[CH:72][CH:71]=1>O1CCOCC1.CC([O-])=O.CC([O-])=O.[Pd+2]>[CH3:85][C:83]([CH3:86])([S:81]([NH:80][C:76]1([C:73]2[CH:74]=[CH:75][C:70]([NH:69][C:2]3[N:7]=[C:6]([CH2:8][CH2:9][C:10]4[CH:15]=[CH:14][CH:13]=[CH:12][C:11]=4[CH2:16][C:17]([NH2:19])=[O:18])[C:5]([CH3:20])=[CH:4][N:3]=3)=[CH:71][CH:72]=2)[CH2:79][O:78][CH2:77]1)=[O:82])[CH3:84] |f:2.3.4,7.8.9|. Procedure: A suspension of 2-(2-(2-(2-chloro-5-methylpyrimidin-4-yl)ethyl)phenyl)acetamide (K6) (200 mg, 0.690 mmol), Pd(OAc)2(16 mg, 0.069 mmol), Xantphos (59.9 mg, 0.104 mmol), Cs2CO3 (648 mg, 1.99 mmol) and N-(3-(4-aminophenyl)oxetan-3-yl)-2-methylpropane-2-sulfinamide (A121) (204 mg, 0.759 mmol) in 1,4-dioxane (1.73 mL) was heated under microwave irradiation for 10 minutes at 150° C. under nitrogen. The resulting mixture was filtered through Celite, washing with EtOAc. The volatiles were removed in vac... Starting materials: C=CC#N, CC(C)=O, Nc1c(Cl)cc(C(=O)OCC2CCNCC2)c2c1OCCO2. The product is N#CCCN1CCC(COC(=O)c2cc(Cl)c(N)c3c2OCCO3)CC1. As a reaction SMILES: [CH2:23]=[CH:24][C:25]#[N:26].[CH3:27][C:28](=[O:29])[CH3:30].[NH2:1][c:2]1[c:3]([Cl:22])[cH:4][c:5]([C:12](=[O:13])[O:14][CH2:15][CH:16]2[CH2:17][CH2:18][NH:19][CH2:20][CH2:21]2)[c:6]2[c:7]1[O:8][CH2:9][CH2:10][O:11]2>>[NH2:1][c:2]1[c:3]([Cl:22])[cH:4][c:5]([C:12](=[O:13])[O:14][CH2:15][CH:16]2[CH2:17][CH2:18][N:19]([CH2:23][CH2:24][C:25]#[N:26])[CH2:20][CH2:21]2)[c:6]2[c:7]1[O:8][CH2:9][CH2:10][O:11]2. Solvent: CO (methanol). Yields the product C(C=1C(N)=CC=CC1)(=O)OCCCCCCCC (n-Octyl anthranilate). As a reaction SMILES: C[O-].[Na+].[C:4]([O:13][CH3:14])(=[O:12])[C:5]1[C:6](=[CH:8][CH:9]=[CH:10][CH:11]=1)[NH2:7].[CH2:15](O)[CH2:16][CH2:17][CH2:18][CH2:19][CH2:20][CH2:21]C>CO>[C:4]([O:13][CH2:14][CH2:15][CH2:16][CH2:17][CH2:18][CH2:19][CH2:20][CH3:21])(=[O:12])[C:5]1[C:6](=[CH:8][CH:9]=[CH:10][CH:11]=1)[NH2:7] |f:0.1|. Procedure: To a methanolic solution of sodium methoxide (prepared from 30 ml of methanol and 0.2 g. of sodium) were added 91 g. of methyl anthranilate and 78 g. of 1-octanol. The reaction mixture was heated at 90° C. for 0.75 hour and at 125° C. for 0.75 hour while methanol was removed by distillation. The residue was washed with water, dried, and distilled. n-Octyl anthranilate was obtained as a clear liquid, b.p. 139°-144° C. at about 0.5 mm. Reactants: C[O-].[Na+] (sodium methoxide), C(C=1C(N)=CC=CC1)(=O)OC (methyl anthranilate), C(CCCCCCC)O (1-octanol). Reactants: N1=C(NC2=C1C=CC=C2)N2C(C=1C(C2=O)=CC=CC1)=O (N-(Benzimidazol-2-yl)phthalimide). Run in C(CCC)O (n-butyl alcohol). Yields the product N1=C(NC2=C1C=CC=C2)NC(C2=C(C=CC=C2)C(=O)OCCCC)=O (N-(benzimidazol-2-yl)-2-(n-butoxycarbonyl)-benzamide). As a reaction SMILES: [N:1]1[C:5]2[CH:6]=[CH:7][CH:8]=[CH:9][C:4]=2[NH:3][C:2]=1[N:10]1[C:14](=[O:15])[C:13]2=[CH:16][CH:17]=[CH:18][CH:19]=[C:12]2[C:11]1=[O:20]>C(O)CCC>[N:1]1[C:5]2[CH:6]=[CH:7][CH:8]=[CH:9][C:4]=2[NH:3][C:2]=1[NH:10][C:14](=[O:15])[C:13]1[CH:16]=[CH:17][CH:18]=[CH:19][C:12]=1[C:11]([O:15][CH2:14][CH2:13][CH2:12][CH3:11])=[O:20]. Procedure: N-(Benzimidazol-2-yl)phthalimide (4 g.) in 200 ml. of n-butyl alcohol is heated at 115° C. for 35 minutes. On cooling, colorless needles form. These are removed by suction filtration, washed with butyl alcohol and finally with diethyl ether. After drying for three hours at 125° C. under vacuum, a yield of 2.5 g. of N-(benzimidazol-2-yl)-2-(n-butoxycarbonyl)-benzamide, m.p. 187° C., is obtained. Additional heating to higher temperatures causes a reclosure to the phthalimide and remelting which co...